This data is from the Open Reaction Database (ORD), a public repository of structured organic reaction records. The task is: describe an organic reaction: reactants, conditions, products, and yield The reactants are CC(C)O, COCCOc1cc2ncnc(Cl)c2cc1OC, Cc1cc(F)c(N)cc1O. Product: Cl, COCCOc1cc2ncnc(Nc3cc(O)c(C)cc3F)c2cc1OC. RXN SMILES: [CH:29]([OH:30])([CH3:31])[CH3:32].[Cl:1][c:2]1[n:3][cH:4][n:5][c:6]2[cH:7][c:8]([O:14][CH2:15][CH2:16][O:17][CH3:18])[c:9]([O:12][CH3:13])[cH:10][c:11]12.[F:19][c:20]1[c:21]([NH2:22])[cH:23][c:24]([OH:28])[c:25]([CH3:27])[cH:26]1>>[ClH:1].[c:2]1([NH:22][c:21]2[c:20]([F:19])[cH:26][c:25]([CH3:27])[c:24]([OH:28])[cH:23]2)[n:3][cH:4][n:5][c:6]2[cH:7][c:8]([O:14][CH2:15][CH2:16][O:17][CH3:18])[c:9]([O:12][CH3:13])[cH:10][c:11]12. Starting materials: O.NN (Hydrazine monohydrate), BrC=1C=C(SC1)C(C(C)C)=O (1-(4-bromo-2-thienyl)-2-methyl-1-propanone), Cl (HCl). Solvent: O (water), C(CO)O (ethylene glycol). Run at temperature 160 celsius. Product: BrC=1C=C(SC1)CC(C)C (4-Bromo-2-(2-methylpropyl)thiophene). The yield is 24.9%. Reaction SMILES: [Br:1][C:2]1[CH:3]=[C:4]([C:7](=O)[CH:8]([CH3:10])[CH3:9])[S:5][CH:6]=1.O.NN.Cl>C(O)CO.O>[Br:1][C:2]1[CH:3]=[C:4]([CH2:7][CH:8]([CH3:10])[CH3:9])[S:5][CH:6]=1 |f:1.2|. Procedure: 1-(4-bromo-2-thienyl)-2-methyl-1-propanone (816 mg, 3.52 mmol) was diluted in ethylene glycol (3 mL). Hydrazine monohydrate (0.46 mL, 9.5 mmol, 2.7 eq) was added, and the mixture was heated to 160° C. for 1.5 h behind a blast shield. The mixture was cooled to rt, and diluted with water. 6 M aqueous HCl was added until pH was acidic (pH paper), and the mixture was extracted three times with hexanes. The combined organics were dried over sodium sulfate, filtered, and concentrated. The crude produc... The reactants are CCn1cc(C(=O)O)c(=O)c2cc(F)c(N3CCNC(c4ccc(Br)s4)C3)cc21, C=O, CC(=O)O. RXN SMILES: [Br:1][c:2]1[cH:3][cH:4][c:5]([CH:7]2[CH2:8][N:9]([c:13]3[c:14]([F:29])[cH:15][c:16]4[c:17](=[O:28])[c:18]([C:25](=[O:26])[OH:27])[cH:19][n:20]([CH2:23][CH3:24])[c:21]4[cH:22]3)[CH2:10][CH2:11][NH:12]2)[s:6]1.[CH2:30]=[O:31].[CH3:32][C:33](=[O:34])[OH:35]>>[Br:1][c:2]1[cH:3][cH:4][c:5]([CH:7]2[CH2:8][N:9]([c:13]3[c:14]([F:29])[cH:15][c:16]4[c:17](=[O:28])[c:18]([C:25](=[O:26])[OH:27])[cH:19][n:20]([CH2:23][CH3:24])[c:21]4[cH:22]3)[CH2:10][CH2:11][N:12]2[CH3:30])[s:6]1. Product: CCn1cc(C(=O)O)c(=O)c2cc(F)c(N3CCN(C)C(c4ccc(Br)s4)C3)cc21. Reactants: CCCc1nc2c(C)cc(-c3coc(-c4ccccc4)n3)cc2n1Cc1ccc(-c2ccccc2-c2nnn(C(c3ccccc3)(c3ccccc3)c3ccccc3)n2)cc1, CN(C)C=O, [N-]=[N+]=[N-], [Na+]. Product: CCCc1nc2c(C)cc(-c3coc(-c4ccccc4)n3)cc2n1Cc1ccc(-c2ccccc2-c2nnn[nH]2)cc1. Reaction SMILES: [CH2:1]([CH2:2][CH3:3])[c:4]1[n:5][c:6]2[c:7]([n:8]1[CH2:9][c:10]1[cH:11][cH:12][c:13](-[c:16]3[c:17](-[c:22]4[n:23][n:24][n:25]([C:27]([c:28]5[cH:29][cH:30][cH:31][cH:32][cH:33]5)([c:34]5[cH:35][cH:36][cH:37][cH:38][cH:39]5)[c:40]5[cH:41][cH:42][cH:43][cH:44][cH:45]5)[n:26]4)[cH:18][cH:19][cH:20][cH:21]3)[cH:14][cH:15]1)[cH:46][c:47](-[c:51]1[n:52][c:53](-[c:56]3[cH:57][cH:58][cH:59][cH:60][cH:61]3)[o:54][cH:55]1)[cH:48][c:49]2[CH3:50].[CH3:66][N:67]([CH3:68])[CH:69]=[O:70].[N-:63]=[N+:64]=[N-:65].[Na+:62]>>[CH2:1]([CH2:2][CH3:3])[c:4]1[n:5][c:6]2[c:7]([n:8]1[CH2:9][c:10]1[cH:11][cH:12][c:13](-[c:16]3[c:17](-[c:22]4[n:23][n:24][n:25][nH:26]4)[cH:18][cH:19][cH:20][cH:21]3)[cH:14][cH:15]1)[cH:46][c:47](-[c:51]1[n:52][c:53](-[c:56]3[cH:57][cH:58][cH:59][cH:60][cH:61]3)[o:54][cH:55]1)[cH:48][c:49]2[CH3:50]. The reactants are N1(C=NC=C1)C=1C=C(C=CC1S(=O)(=O)C)C1=C(N=C(S1)NC(=O)N1C=NC=C1)C (imidazole-1-carboxylic acid [5-(3-imidazol-1-yl-4-methanesulfonyl-phenyl)-4-methyl-thiazol-2-yl]-amide), FC=1C=C(C=CC1S(=O)(=O)C)C1=C(N=C(S1)N)C (5-(3-Fluoro-4-methanesulfonyl-phenyl)-4-methyl-thiazol-2-ylamine). Product: FC=1C=C(C=CC1S(=O)(=O)C)C1=C(N=C(S1)NC(=O)N)C ([5-(3-Fluoro-4-methanesulfonyl-phenyl)-4-methyl-thiazol-2-yl]-urea). As a reaction SMILES: N1([C:6]2[CH:7]=[C:8]([C:16]3[S:20][C:19]([NH:21][C:22]([N:24]4C=CN=C4)=[O:23])=[N:18][C:17]=3[CH3:29])[CH:9]=[CH:10][C:11]=2[S:12]([CH3:15])(=[O:14])=[O:13])C=CN=C1.[F:30]C1C=C(C2SC(N)=NC=2C)C=CC=1S(C)(=O)=O>>[F:30][C:6]1[CH:7]=[C:8]([C:16]2[S:20][C:19]([NH:21][C:22]([NH2:24])=[O:23])=[N:18][C:17]=2[CH3:29])[CH:9]=[CH:10][C:11]=1[S:12]([CH3:15])(=[O:14])=[O:13]. Procedure: The title compound is prepared by the same procedure as imidazole-1-carboxylic acid [5-(3-imidazol-1-yl-4-methanesulfonyl-phenyl)-4-methyl-thiazol-2-yl]-amide (Example 150a) by replacing 5-(3-imidazol-1-yl-4-methanesulfonyl-phenyl)-4-methyl-thiazol-2-ylamine (Example 148) with 5-(3-fluoro-4-methanesulfonyl-phenyl)-4-methyl-thiazol-2-ylamine (Example 72) Starting materials: Intermediate 19, BrC1=C(C=C(C=C1)CO)F ((4-bromo-3-fluorophenyl)methanol), BrC1=C(C=C(C=C1)CO)F ((4-bromo-3-fluorophenyl)methanol), C(C)(C)(C)OC(COC1=C(C=C(C=C1)Cl)C#C)=O (tert-butyl(4-chloro-2-ethynylphenoxy)acetate), C(C)(C)(C)OC(COC1=C(C=C(C=C1)Cl)C#C)=O (tert-butyl(4-chloro-2-ethynylphenoxy)acetate). Product: C(C)(C)(C)OC(COC1=C(C=C(C=C1)Cl)C#CC1=C(C=C(C=C1)CO)F)=O (tert-butyl(4-chloro-2-{[2-fluoro-4-(hydroxymethyl)phenyl]ethynyl}phenoxy)acetate). As a reaction SMILES: [C:1]([O:5][C:6](=[O:18])[CH2:7][O:8][C:9]1[CH:14]=[CH:13][C:12]([Cl:15])=[CH:11][C:10]=1[C:16]#[CH:17])([CH3:4])([CH3:3])[CH3:2].Br[C:20]1[CH:25]=[CH:24][C:23]([CH2:26][OH:27])=[CH:22][C:21]=1[F:28]>>[C:1]([O:5][C:6](=[O:18])[CH2:7][O:8][C:9]1[CH:14]=[CH:13][C:12]([Cl:15])=[CH:11][C:10]=1[C:16]#[C:17][C:20]1[CH:25]=[CH:24][C:23]([CH2:26][OH:27])=[CH:22][C:21]=1[F:28])([CH3:4])([CH3:3])[CH3:2]. Reported procedure: Following the general method as outlined in Intermediate 19, starting from tert-butyl(4-chloro-2-ethynylphenoxy)acetate (Intermediate 3) and (4-bromo-3-fluorophenyl)methanol (Intermediate 9), the title compound was obtained as a dark brown sticky solid after purification by flash column chromatography (silica), eluting with cyclohexane containing increasing amounts of EtOAc. Reactants: CC(=O)OCc1cccc(Oc2ccccc2)c1, CO, O. The product is OCc1cccc(Oc2ccccc2)c1. Reaction SMILES: [C:1](=[O:2])([CH3:3])[O:4][CH2:5][c:6]1[cH:7][c:8]([O:12][c:13]2[cH:14][cH:15][cH:16][cH:17][cH:18]2)[cH:9][cH:10][cH:11]1.[CH3:19][OH:20].[OH2:21]>>[OH:4][CH2:5][c:6]1[cH:7][c:8]([O:12][c:13]2[cH:14][cH:15][cH:16][cH:17][cH:18]2)[cH:9][cH:10][cH:11]1.